describe an organic reaction: reactants, conditions, products, and yield From a dataset of the Open Reaction Database (ORD), a public repository of structured organic reaction records. Reactants: O[C@@H]1CC[C@H]2[C@]1(C[C@@H]1CCC3=CC(CC[C@@H]3[C@H]1C2)=O)C ((6aS,7aR,8R,10aR,11aS,11bR)-1,2,5,6,6a,7,7a,8,9,10,10a,11,11a,11b-Tetradecahydro-8-hydroxy-7a-methyl-3H-cyclopenta[b]phenanthren-3-one). Reagents/catalysts: [Pd] (Pd/C). Run in N1=CC=CC=C1 (pyridine). Run at time 3 hour. The product is O[C@@H]1CC[C@H]2[C@]1(C[C@@H]1CC[C@@H]3CC(CC[C@@H]3[C@H]1C2)=O)C ((4aR,6aS,7aR,8R,10aR,11aS,11bS)-Hexadecahydro-8-hydroxy-7a-methyl-3H-cyclopenta[b]phenanthren-3-one). Yield: 98.7%. RXN SMILES: [OH:1][C@H:2]1[C@:6]2([CH3:20])[CH2:7][C@H:8]3[C@H:17]([CH2:18][C@H:5]2[CH2:4][CH2:3]1)[C@@H:16]1[C:11](=[CH:12][C:13](=[O:19])[CH2:14][CH2:15]1)[CH2:10][CH2:9]3>N1C=CC=CC=1.[Pd]>[OH:1][C@H:2]1[C@:6]2([CH3:20])[CH2:7][C@H:8]3[C@H:17]([CH2:18][C@H:5]2[CH2:4][CH2:3]1)[C@@H:16]1[C@@H:11]([CH2:12][C:13](=[O:19])[CH2:14][CH2:15]1)[CH2:10][CH2:9]3. Reported procedure: To compound 36 (120 mg, 0.44 mmol) in pyridine (40 mL) was added Pd/C (100 mg) at room temperature. Hydrogenation was carried out under 60 psi H2. After 3 h, the pressure was released and the mixture was filtered through Celite® 545 which was washed with EtOAc (100 mL). Solvents were removed and the residue was purified by flash column chromatography (silica gel eluted with 25% EtOAc in hexanes) to give compound 53 (120 mg, 4aR:4aS ratio 2.5:1): 1H NMR (CDCl3) 4aR diastereoisomer δ 3.66 (t, J=8....